Task: describe an organic reaction: reactants, conditions, products, and yield. Dataset: the Open Reaction Database (ORD), a public repository of structured organic reaction records Reactants: CO, CC(C)N(C)C1CCC(N2CCC(NC(=O)OCc3ccccc3)C2=O)C(C(C)(C)O)C1. The product is CC(C)N(C)C1CCC(N2CCC(N)C2=O)C(C(C)(C)O)C1. Reaction SMILES: [CH3:33][OH:34].[OH:1][C:2]([CH3:3])([CH3:4])[CH:5]1[CH:6]([N:16]2[C:17](=[O:32])[CH:18]([NH:21][C:22](=[O:23])[O:24][CH2:25][c:26]3[cH:27][cH:28][cH:29][cH:30][cH:31]3)[CH2:19][CH2:20]2)[CH2:7][CH2:8][CH:9]([N:11]([CH3:12])[CH:13]([CH3:14])[CH3:15])[CH2:10]1>>[OH:1][C:2]([CH3:3])([CH3:4])[CH:5]1[CH:6]([N:16]2[C:17](=[O:32])[CH:18]([NH2:21])[CH2:19][CH2:20]2)[CH2:7][CH2:8][CH:9]([N:11]([CH3:12])[CH:13]([CH3:14])[CH3:15])[CH2:10]1. Starting materials: Fc1ccc2c(c1)C(=CBr)c1ccccc1CC2, OB(O)c1cccc(O)c1. The product is Oc1cccc(C=C2c3ccccc3CCc3ccc(F)cc32)c1. Reaction SMILES: [Br:1][CH:2]=[C:3]1[c:4]2[c:5]([cH:15][cH:16][cH:17][cH:18]2)[CH2:6][CH2:7][c:8]2[c:9]1[cH:10][c:11]([F:14])[cH:12][cH:13]2.[OH:19][c:20]1[cH:21][c:22]([B:26]([OH:27])[OH:28])[cH:23][cH:24][cH:25]1>>[CH:2](=[C:3]1[c:4]2[c:5]([cH:15][cH:16][cH:17][cH:18]2)[CH2:6][CH2:7][c:8]2[c:9]1[cH:10][c:11]([F:14])[cH:12][cH:13]2)[c:22]1[cH:21][c:20]([OH:19])[cH:25][cH:24][cH:23]1. Reactants: C(C)(C)(C)OC(=O)N1[C@@H](CC1)COC=1C=NC=C(C1)C#C (3-[[1-(tert-butoxycarbonyl)-2(S)-azetidinyl]methoxy]-5-ethynylpyridine), 293, 56, 294, 100, 57, 238, IC=1C=C(CO)C=CC1 (m-iodobenzyl alcohol), 321, 265. Reagents/catalysts: [Cu]I (copper(I) iodide), Cl[Pd]([P](C1=CC=CC=C1)(C2=CC=CC=C2)C3=CC=CC=C3)([P](C4=CC=CC=C4)(C5=CC=CC=C5)C6=CC=CC=C6)Cl (bis(triphenylphosphine)palladium(II) chloride). The product is C(C)(C)(C)OC(=O)N1[C@@H](CC1)COC=1C=C(C=NC1)C#CC=1C=C(C=CC1)CO (3-[[5-[[1-(tert-Butoxycarbonyl)-2(S)-azetidinyl]methoxy]-3-pyridyl]ethynyl]phenylmethanol). Reaction SMILES: [C:1]([O:5][C:6]([N:8]1[CH2:11][CH2:10][C@H:9]1[CH2:12][O:13][C:14]1[CH:15]=[N:16][CH:17]=[C:18]([C:20]#[CH:21])[CH:19]=1)=[O:7])([CH3:4])([CH3:3])[CH3:2].I[C:23]1[CH:24]=[C:25]([CH:28]=[CH:29][CH:30]=1)[CH2:26][OH:27]>[Cu]I.Cl[Pd](Cl)([P](C1C=CC=CC=1)(C1C=CC=CC=1)C1C=CC=CC=1)[P](C1C=CC=CC=1)(C1C=CC=CC=1)C1C=CC=CC=1>[C:1]([O:5][C:6]([N:8]1[CH2:11][CH2:10][C@H:9]1[CH2:12][O:13][C:14]1[CH:19]=[C:18]([C:20]#[C:21][C:23]2[CH:24]=[C:25]([CH2:26][OH:27])[CH:28]=[CH:29][CH:30]=2)[CH:17]=[N:16][CH:15]=1)=[O:7])([CH3:4])([CH3:3])[CH3:2] |^1:35,54|. Reported procedure: A small resealable tube with stir bar was charged with 3-[[1-(tert-butoxycarbonyl)-2(S)-azetidinyl]methoxy]-5-ethynylpyridine (168 mg, 583 μmol), copper(I) iodide (11 mg, 58 μmol, 0.1 equiv.), and bis(triphenylphosphine)palladium(II) chloride (43 mg, 58 μmol, 0.1 equiv.). To these reactants was added a solution of m-iodobenzyl alcohol (136 mg, 581 μmol, 1 equiv.). The mixture was purged with nitrogen through a needle, then the tube was capped, and the brown suspension was stirred at room tempera...